Dataset: the Open Reaction Database (ORD), a public repository of structured organic reaction records. Task: describe an organic reaction: reactants, conditions, products, and yield Starting materials: C1(=CC=CC=C1)CCC(=O)N1CCNCC1 (1-(3-phenylpropionyl)piperazine), C(C1=CC=CC=C1)(=O)OCC(=O)Cl (benzoyloxyacetyl chloride), O (water). Solvent: C1(=CC=CC=C1)C (toluene), C(C)N(CC)CC (triethylamine). Run at time 30 minute. Yields the product C1(=CC=CC=C1)COCC(=O)N1CCN(CC1)C(CCC1=CC=CC=C1)=O (1-[(phenylmethoxy)acetyl]-4-(3-phenylpropionyl)piperazine). Reaction SMILES: [C:1]1([CH2:7][CH2:8][C:9]([N:11]2[CH2:16][CH2:15][NH:14][CH2:13][CH2:12]2)=[O:10])[CH:6]=[CH:5][CH:4]=[CH:3][CH:2]=1.[C:17]([O:25][CH2:26][C:27](Cl)=[O:28])(=O)[C:18]1[CH:23]=[CH:22][CH:21]=[CH:20][CH:19]=1.O>C1(C)C=CC=CC=1.C(N(CC)CC)C>[C:18]1([CH2:17][O:25][CH2:26][C:27]([N:14]2[CH2:13][CH2:12][N:11]([C:9](=[O:10])[CH2:8][CH2:7][C:1]3[CH:6]=[CH:5][CH:4]=[CH:3][CH:2]=3)[CH2:16][CH2:15]2)=[O:28])[CH:23]=[CH:22][CH:21]=[CH:20][CH:19]=1. Reported procedure: To a stirred solution of 1-(3-phenylpropionyl)piperazine (115 g) in toluene (557 ml) and triethylamine (76 ml) was added benzoyloxyacetyl chloride (87 ml) at such a rate to keep the temperature below 30° C. After 30 min water (577 ml) was added and the reaction was stirred for a further 30 min. The layers were separated and the organic layer was washed with sodium carbonate and sodium chloride solution. The dried solution was evaporated in vacuo to give 193 g of 1-[(phenylmethoxy)acetyl]-4-(3-ph... Reactants: C1(CCCCC1)N=C=NC1CCCCC1 (dicyclohexylcarbodiimide), C[C@@H]1C[C@H]2[C@H](O2)/C=C\C=C\C(=O)CC3=C(C(=CC(=C3Cl)O)O)C(=O)O1 (radicicol), C(C1=CC=CC=C1)(C1=CC=CC=C1)(C1=CC=CC=C1)SNCCCCCCCCCCCC(=O)O (12-tritylthioaminododecanoic acid). Run in O1CCCC1 (tetrahydrofuran). Yields the product CN(C)C1=NC=CC=C1 (dimethylaminopyridine), title compound. Reaction SMILES: C[C@H]1OC(=O)C2C(O)=CC(O)=C(Cl)C=2CC(=O)C=CC=C[C@H]2O[C@H]2C1.C(S[NH:46][CH2:47][CH2:48][CH2:49][CH2:50][CH2:51]CCCCCCC(O)=O)(C1C=CC=CC=1)(C1C=CC=CC=1)C1C=CC=CC=1.[CH:61]1([N:67]=[C:68]=NC2CCCCC2)CCCCC1>O1CCCC1>[CH3:61][N:67]([C:51]1[CH:50]=[CH:49][CH:48]=[CH:47][N:46]=1)[CH3:68]. Procedure details: Following a procedure similar to that described in Example 12, but using 500 mg of radicicol, 2.013 g of 12-tritylthioaminododecanoic acid, 60 ml of dry tetrahydrofuran, 848 mg of dicyclohexylcarbodiimide and a catalytic amount of dimethylaminopyridine, 965 mg of the title compound were obtained.